This data is from the Open Reaction Database (ORD), a public repository of structured organic reaction records. The task is: describe an organic reaction: reactants, conditions, products, and yield The reactants are [Cl-].[Cl-].C(C)(C)[Zr+2](C1C=CC=C1)C1C2=CC=CC=C2C=2C=CC=CC12 (isopropyl (9-fluorenyl)cyclopentadienyl-zirconium dichloride). Run in C1(=CC=CC=C1)C (toluene), C1(=CC=CC=C1)C (toluene). The product is [Zr] (zirconium), [Cl-].[Cl-].C(C)(C)[Zr+2](C1C=CC=C1)C1C2=CC=CC=C2C=2C=CC=CC12 (isopropyl-(9-fluorenyl)cyclopentadienylzirconium dichloride). Yield: 13.2%. As a reaction SMILES: [Cl-:1].[Cl-].[CH:3]([Zr+2:6]([CH:12]1[C:24]2[CH:23]=[CH:22][CH:21]=[CH:20][C:19]=2[C:18]2[C:13]1=[CH:14][CH:15]=[CH:16][CH:17]=2)[CH:7]1[CH:11]=[CH:10][CH:9]=[CH:8]1)([CH3:5])[CH3:4]>C1(C)C=CC=CC=1>[Zr:6].[Cl-:1].[Cl-:1].[CH:3]([Zr+2:6]([CH:12]1[C:24]2[CH:23]=[CH:22][CH:21]=[CH:20][C:19]=2[C:18]2[C:13]1=[CH:14][CH:15]=[CH:16][CH:17]=2)[CH:7]1[CH:11]=[CH:10][CH:9]=[CH:8]1)([CH3:5])[CH3:4] |f:0.1.2,5.6.7|. Procedure: The preparation of the supported catalyst is repeated analogously to Example 1 with the difference that 65 mg (0.15 mmol) of isopropyl (9-fluorenyl)cyclopentadienyl-zirconium dichloride are dissolved in 40 ml of toluene and added dropwise to the suspension of 3.9 g of "MAO on SiO2, type B" in 60 ml of toluene. Analysis of the pale-red filtrate gives a zirconium content of 0.9 mg (corresponding to 4.3 mg of isopropyl-(9-fluorenyl)cyclopentadienylzirconium dichloride). 3 g of free-flowing, violet,... Reactants: BrC=1C(=C(C=CC1)NC(=O)C1=CC(=CC=2NC(=NC21)COC)NC(=O)C2=C(C=CC=C2)C(F)(F)F)C (N-(3-bromo-2-methylphenyl)-2-(methoxymethyl)-6-({[2-(trifluoromethyl)phenyl]carbonyl}amino)-1H-benzimidazole-4-carboxamide), CN(C)C=O (DMF). Reagents/catalysts: [C-]#N.[Zn+2].[C-]#N (zinc cyanide). Run at temperature 100 celsius, time 24 hour. The product is C(#N)C=1C(=C(C=CC1)NC(=O)C1=CC(=CC=2NC(=NC21)COC)NC(=O)C2=C(C=CC=C2)C(F)(F)F)C (N-(3-Cyano-2-methylphenyl)-2-(methoxymethyl)-6-({[2-(trifluoromethyl)phenyl]carbonyl}amino)-1H-benzimidazole-4-carboxamide). As a reaction SMILES: Br[C:2]1[C:3]([CH3:36])=[C:4]([NH:8][C:9]([C:11]2[C:19]3[N:18]=[C:17]([CH2:20][O:21][CH3:22])[NH:16][C:15]=3[CH:14]=[C:13]([NH:23][C:24]([C:26]3[CH:31]=[CH:30][CH:29]=[CH:28][C:27]=3[C:32]([F:35])([F:34])[F:33])=[O:25])[CH:12]=2)=[O:10])[CH:5]=[CH:6][CH:7]=1.[CH3:37][N:38](C=O)C>[C-]#N.[Zn+2].[C-]#N>[C:37]([C:2]1[C:3]([CH3:36])=[C:4]([NH:8][C:9]([C:11]2[C:19]3[N:18]=[C:17]([CH2:20][O:21][CH3:22])[NH:16][C:15]=3[CH:14]=[C:13]([NH:23][C:24]([C:26]3[CH:31]=[CH:30][CH:29]=[CH:28][C:27]=3[C:32]([F:34])([F:33])[F:35])=[O:25])[CH:12]=2)=[O:10])[CH:5]=[CH:6][CH:7]=1)#[N:38] |f:2.3.4|. Reported procedure: To a solution of N-(3-bromo-2-methylphenyl)-2-(methoxymethyl)-6-({[2-(trifluoromethyl)phenyl]carbonyl}amino)-1H-benzimidazole-4-carboxamide (Example 38) (85 mg) in DMF (0.5 mL), was added zinc cyanide (60% content, 60 mg). After degassing, to the mixture was added tetrakis(triphenylphosphine) palladium (88 mg), and it was stirred at 100° C. for 24 hours. To the reaction mixture was added ice water, and it was extracted with ethyl acetate. The ethyl acetate layer was washed sequentially with wate... Reactants: BrC1=CC=C(C=C1)Br (1,4-dibromobenzene), [Li]CCCC (n-BuLi), FC1=CC=C(C=O)C=C1 (4-fluorobenzaldehyde). The solvent is CCOC(=O)C (EtOAc), C1CCOC1 (THF). Reaction conditions: temperature -78 celsius, time 0.5 hour. Yields the product BrC1=CC=C(C=C1)C(O)C1=CC=C(C=C1)F ((4-bromophenyl)(4-fluorophenyl)methanol). Reaction SMILES: Br[C:2]1[CH:7]=[CH:6][C:5]([Br:8])=[CH:4][CH:3]=1.[Li]CCCC.[F:14][C:15]1[CH:22]=[CH:21][C:18]([CH:19]=[O:20])=[CH:17][CH:16]=1>C1COCC1.CCOC(C)=O>[Br:8][C:5]1[CH:6]=[CH:7][C:2]([CH:19]([C:18]2[CH:21]=[CH:22][C:15]([F:14])=[CH:16][CH:17]=2)[OH:20])=[CH:3][CH:4]=1. Procedure: To a solution of 1,4-dibromobenzene (42.4 mmol, 10 g) in THF (100 mL) at −78° C. was added dropwise n-BuLi (42.4 mmol, 2 M in hexane). The mixture was stirred at −78° C. for 0.5 h., 4-fluorobenzaldehyde (42.4 mmol, 5.3 g) was added. The mixture was stirred at −78° C. for 1 h and then warmed to r.t. The reaction mixture was diluted with EtOAc, washed with NaHCO3 and brine. The organic extract was dried (anhyd. MgSO4) and concentrated under reduced pressure to give an oil. Chromatography gave the ... Reactants: Cc1cnn(C)c1-c1cc(C(=O)O)sc1C, CC(C)(C)OC(=O)NC(Cc1ccccc1C(F)(F)F)C(=O)O, CCN(C(C)C)C(C)C, ClC(Cl)Cl, NC(Cc1ccc(F)cc1)CN1C(=O)c2ccccc2C1=O. Product: Cc1cnn(C)c1-c1cc(C(=O)NC(Cc2ccc(F)cc2)CN2C(=O)c3ccccc3C2=O)sc1C. Reaction SMILES: [CH3:1][n:2]1[n:3][cH:4][c:5]([CH3:16])[c:6]1-[c:7]1[cH:8][c:9]([C:13](=[O:14])[OH:15])[s:10][c:11]1[CH3:12].[CH3:39][C:40]([O:41][C:42]([NH:43][CH:44]([C:45]([OH:46])=[O:47])[CH2:48][c:49]1[cH:50][cH:51][cH:52][cH:53][c:54]1[C:55]([F:56])([F:57])[F:58])=[O:59])([CH3:60])[CH3:61].[CH:62]([N:63]([CH2:64][CH3:65])[CH:66]([CH3:67])[CH3:68])([CH3:69])[CH3:70].[CH:71]([Cl:72])([Cl:73])[Cl:74].[NH2:17][CH:18]([CH2:19][N:20]1[C:21](=[O:30])[c:22]2[cH:23][cH:24][cH:25][cH:26][c:27]2[C:28]1=[O:29])[CH2:31][c:32]1[cH:33][cH:34][c:35]([F:38])[cH:36][cH:37]1>>[CH3:1][n:2]1[n:3][cH:4][c:5]([CH3:16])[c:6]1-[c:7]1[cH:8][c:9]([C:13](=[O:15])[NH:17][CH:18]([CH2:19][N:20]2[C:21](=[O:30])[c:22]3[cH:23][cH:24][cH:25][cH:26][c:27]3[C:28]2=[O:29])[CH2:31][c:32]2[cH:33][cH:34][c:35]([F:38])[cH:36][cH:37]2)[s:10][c:11]1[CH3:12]. Product: BrC=1C=C2N3C(C(NN=C3COC2=CC1)=O)C (6-bromo-4-methyl-2,10-dihydro-9-oxa-1,2,4a-triaza-phenanthren-3-one). Reaction SMILES: C([O:3][C:4](=O)[C@H:5]([N:7]1[C:12]2[CH:13]=[C:14]([Br:17])[CH:15]=[CH:16][C:11]=2[O:10][CH2:9][C:8]1=S)[CH3:6])C.O.[NH2:21][NH2:22]>CCO>[Br:17][C:14]1[CH:13]=[C:12]2[C:11](=[CH:16][CH:15]=1)[O:10][CH2:9][C:8]1[N:7]2[CH:5]([CH3:6])[C:4](=[O:3])[NH:21][N:22]=1 |f:1.2|. Run at time 8 hour. The reactants are C(C)OC([C@@H](C)N1C(COC2=C1C=C(C=C2)Br)=S)=O ((R)-2-(6-bromo-3-thioxo-2,3-dihydro-benzo[1,4]oxazin-4-yl)-propionic acid ethyl ester), O.NN (hydrazine hydrate). Reported procedure: To a mixture of (R)-2-(6-bromo-3-thioxo-2,3-dihydro-benzo[1,4]oxazin-4-yl)-propionic acid ethyl ester (75.2 g, 219 mmol) in EtOH (800 mL) was added hydrazine hydrate (98%, 21.9 g, 438 mmol) and the mixture was stirred at ambient temperature overnight. The precipitate was collected by filtration and washed with cold EtOH (3×80 mL) to give 6-bromo-4-methyl-2,10-dihydro-9-oxa-1,2,4a-triaza-phenanthren-3-one (6 g, 9%) as a yellow solid. The filtrate was concentrated to give 70 g of crude product, wh... Yield: 9.3%. Run in CCO (EtOH).